Dataset: the Open Reaction Database (ORD), a public repository of structured organic reaction records. Task: describe an organic reaction: reactants, conditions, products, and yield Product: C(C)(C)(C)C(=O)N(CCCF)CC1=CC=C(C=C1)B(O)O (4-(N-tert-butylcarbonyl-3-fluoropropylaminomethyl)phenyl boronic acid). Reported procedure: To a solution of bromide 115 (3.0 g, 8.7 mmol) in anhydrous THF (30 mL) at −78° C. was added a 2.5 M solution of n-BuLi in hexane (3.64 mL, 9.1 mmol, 1.05 equiv). The resulting reaction mixture was stirred at −78° C. for 1 h before trimethyl borate (B(OMe)3, 1.2 mL, 10.4 mmol, 1.2 equiv) was added dropwise. The resulting reaction mixture was stirred at −78° C. for 0.5 h before being gradually warmed to room temperature overnight. The reaction mixture was poured into water (60 mL), and the aqueou... Reaction SMILES: C(O[C:6](=[O:20])[N:7]([CH2:12][C:13]1[CH:18]=[CH:17][C:16](Br)=[CH:15][CH:14]=1)[CH2:8][CH2:9][CH2:10][F:11])(C)(C)C.[Li]C[CH2:23][CH2:24][CH3:25].[CH3:26]CCCCC.[B:32](OC)([O:35]C)[O:33]C.Cl>C1COCC1.O>[C:24]([C:6]([N:7]([CH2:12][C:13]1[CH:14]=[CH:15][C:16]([B:32]([OH:35])[OH:33])=[CH:17][CH:18]=1)[CH2:8][CH2:9][CH2:10][F:11])=[O:20])([CH3:23])([CH3:25])[CH3:26]. Run at temperature -78 celsius, time 0.5 hour. The solvent is O (water), C1CCOC1 (THF). Reactants: C(C)(C)(C)OC(N(CCCF)CC1=CC=C(C=C1)Br)=O ((4-bromo-benzyl)-(3-fluoro-propyl)-carbamic acid tert-butyl ester), solution, [Li]CCCC (n-BuLi), CCCCCC (hexane), B(OC)(OC)OC (trimethyl borate), Cl (HCl). The reactants are CC(C)CC(NC(=O)OCc1ccccc1)C(=O)C(N)C(O)C(C)NS(=O)(=O)c1ccc2oc3ccccc3c2c1, CC(C)=O. The product is CC(C)CC(NC(=O)OCc1ccccc1)C(=O)C(N)C(=O)C(C)NS(=O)(=O)c1ccc2oc3ccccc3c2c1. Reaction SMILES: [C:1](=[O:2])([O:3][CH2:4][c:5]1[cH:6][cH:7][cH:8][cH:9][cH:10]1)[NH:11][CH:12]([CH2:13][CH:14]([CH3:15])[CH3:16])[C:17](=[O:18])[CH:19]([CH:20]([CH:21]([CH3:22])[NH:23][S:24](=[O:25])(=[O:26])[c:27]1[cH:28][c:29]2[c:30]([o:31][c:32]3[c:33]2[cH:34][cH:35][cH:36][cH:37]3)[cH:38][cH:39]1)[OH:40])[NH2:41].[CH3:42][C:43](=[O:44])[CH3:45]>>[C:1](=[O:2])([O:3][CH2:4][c:5]1[cH:6][cH:7][cH:8][cH:9][cH:10]1)[NH:11][CH:12]([CH2:13][CH:14]([CH3:15])[CH3:16])[C:17](=[O:18])[CH:19]([C:20]([CH:21]([CH3:22])[NH:23][S:24](=[O:25])(=[O:26])[c:27]1[cH:28][c:29]2[c:30]([o:31][c:32]3[c:33]2[cH:34][cH:35][cH:36][cH:37]3)[cH:38][cH:39]1)=[O:40])[NH2:41]. Starting materials: CCOC(C)=O, COC(=O)Cc1cn(CC(CC=O)N(C)S(=O)(=O)c2ccc(F)cc2)c2ncccc12, Cc1ccc(S(=O)(=O)[O-])cc1, c1cc[nH+]cc1. The product is COC(=O)Cc1c2n(c3ncccc13)CC(N(C)S(=O)(=O)c1ccc(F)cc1)C=C2. Reaction SMILES: [CH3:49][CH2:50][O:51][C:52](=[O:53])[CH3:54].[F:1][c:2]1[cH:3][cH:4][c:5]([S:8](=[O:9])(=[O:10])[N:11]([CH:12]([CH2:13][n:14]2[cH:15][c:16]([CH2:23][C:24](=[O:25])[O:26][CH3:27])[c:17]3[c:18]2[n:19][cH:20][cH:21][cH:22]3)[CH2:28][CH:29]=[O:30])[CH3:31])[cH:6][cH:7]1.[c:32]1([CH3:33])[cH:34][cH:35][c:36]([S:37]([O-:38])(=[O:39])=[O:40])[cH:41][cH:42]1.[nH+:43]1[cH:44][cH:45][cH:46][cH:47][cH:48]1>>[F:1][c:2]1[cH:3][cH:4][c:5]([S:8](=[O:9])(=[O:10])[N:11]([CH:12]2[CH2:13][n:14]3[c:15]([c:16]([CH2:23][C:24](=[O:25])[O:26][CH3:27])[c:17]4[c:18]3[n:19][cH:20][cH:21][cH:22]4)[CH:29]=[CH:28]2)[CH3:31])[cH:6][cH:7]1. Starting materials: BrC1=CC=C(C=C1)N1N=C(N=C1)OC(C)C(=O)O (1-(4-bromophenyl)-3-(1-carboxyethoxy)-1,2,4-1H-triazole), C(=O)(N1C=NC=C1)N1C=NC=C1 (carbonyldiimidazole), C1(CC1)N (cyclopropylamine). Product: BrC1=CC=C(C=C1)N1N=C(N=C1)OC(C)C(=O)NC1CC1 (1-(4-bromophenyl)-3-(1-cyclopropylaminocarbonylethoxy)-1,2,4-1H-triazole). Isolated yield 77.0%. Reaction SMILES: [Br:1][C:2]1[CH:7]=[CH:6][C:5]([N:8]2[CH:12]=[N:11][C:10]([O:13][CH:14]([C:16]([OH:18])=O)[CH3:15])=[N:9]2)=[CH:4][CH:3]=1.C(N1C=CN=C1)(N1C=CN=C1)=O.[CH:31]1([NH2:34])[CH2:33][CH2:32]1>>[Br:1][C:2]1[CH:3]=[CH:4][C:5]([N:8]2[CH:12]=[N:11][C:10]([O:13][CH:14]([C:16]([NH:34][CH:31]3[CH2:33][CH2:32]3)=[O:18])[CH3:15])=[N:9]2)=[CH:6][CH:7]=1. Procedure details: The process was carried out according to Example 59, starting with 3 g of the compound of Example 37, 2.4 g of carbonyldiimidazole and 1.1 g of cyclopropylamine. product was recrystallized from ethanol to obtain 2.6 g of the desired product, m.p. 170°-172°.